This data is from the Open Reaction Database (ORD), a public repository of structured organic reaction records. The task is: describe an organic reaction: reactants, conditions, products, and yield Reactants: CCCCCCCn1ccnc1, CO, ClCCCCc1ccccc1. Yields the product CCCCCCC[n+]1ccn(CCCCc2ccccc2)c1, [Cl-]. Reaction SMILES: [CH2:12]([CH2:13][CH2:14][CH2:15][CH2:16][CH2:17][CH3:18])[n:19]1[cH:20][n:21][cH:22][cH:23]1.[CH3:24][OH:25].[Cl:1][CH2:2][CH2:3][CH2:4][CH2:5][c:6]1[cH:7][cH:8][cH:9][cH:10][cH:11]1>>[CH2:2]([CH2:3][CH2:4][CH2:5][c:6]1[cH:7][cH:8][cH:9][cH:10][cH:11]1)[n:21]1[cH:20][n+:19]([CH2:12][CH2:13][CH2:14][CH2:15][CH2:16][CH2:17][CH3:18])[cH:23][cH:22]1.[Cl-:1]. The reactants are BrCC(CP(OCC)(OCC)=O)OC1OCCCC1 (diethyl 3-bromo-2-(tetrahydro-2H-pyran-2-yloxy)propylphosphonate), [K] (potassium), C(C)OC(=O)ONC(OCC)=O (ethyl N-ethoxycarbonyloxycarbamate). The solvent is CN(C=O)C (N,N-dimethylformamide). Run at time 2.4 hour. Product: C(C)OC(=O)N(OC(=O)OCC)CC(CP(OCC)(OCC)=O)OC1OCCCC1 (diethyl 3-(N-ethoxycarbonyl-N-ethoxycarbonyloxyamino)-2-(tetrahydro-2H-pyran-2-yloxy)propylphosphonate). Yield: 36.7%. Reaction SMILES: Br[CH2:2][CH:3]([O:13][CH:14]1[CH2:19][CH2:18][CH2:17][CH2:16][O:15]1)[CH2:4][P:5](=[O:12])([O:9][CH2:10][CH3:11])[O:6][CH2:7][CH3:8].[K].[CH2:21]([O:23][C:24]([O:26][NH:27][C:28](=[O:32])[O:29][CH2:30][CH3:31])=[O:25])[CH3:22]>CN(C)C=O>[CH2:30]([O:29][C:28]([N:27]([CH2:2][CH:3]([O:13][CH:14]1[CH2:19][CH2:18][CH2:17][CH2:16][O:15]1)[CH2:4][P:5](=[O:12])([O:9][CH2:10][CH3:11])[O:6][CH2:7][CH3:8])[O:26][C:24]([O:23][CH2:21][CH3:22])=[O:25])=[O:32])[CH3:31] |^1:19|. Reported procedure: To a solution of diethyl 3-bromo-2-(tetrahydro-2H-pyran-2-yloxy)propylphosphonate (134.4 g.) in N,N-dimethylformamide (880 ml.) was added potassium salt of ethyl N-ethoxycarbonyloxycarbamate (88.45 g.) under ice-cooling, and the mixture was stirred at ambient temperature for half an hour, and then for additional 2.4 hours at 50° to 60° C. The solvent was distilled off under reduced pressure. The residue was dissolved in water (1300 ml.) and then extracted twice with ethyl acetate (1000 ml. and 8... Product: CNS(=O)(=O)c1cccc2c(NC(C)=O)cccc12. Reaction SMILES: [C:1]([CH3:2])(=[O:3])[NH:4][c:5]1[c:6]2[cH:7][cH:8][cH:9][c:10]([S:15](=[O:16])(=[O:17])[Cl:18])[c:11]2[cH:12][cH:13][cH:14]1.[CH3:19][NH2:20].[CH3:21][CH2:22][OH:23]>>[C:1]([CH3:2])(=[O:3])[NH:4][c:5]1[c:6]2[cH:7][cH:8][cH:9][c:10]([S:15](=[O:16])(=[O:17])[NH:20][CH3:19])[c:11]2[cH:12][cH:13][cH:14]1. Reactants: CC(=O)Nc1cccc2c(S(=O)(=O)Cl)cccc12, CN, CCO. Run in C1CCOC1 (THF), CCO (EtOH). Starting materials: FC1=C(C(=O)OCC)C=CC(=C1)C#CC=1C=C2C(=CC(OC2=CC1)(C)C)C1=CC=C(C=C1)C (ethyl 2-fluoro-4-[[4-(4-methylphenyl)-2,2-dimethyl-(2H)-chromen-6-yl]-ethynyl]-benzoate), FC1=C(C(=O)OCC)C=CC(=C1)C#CC=1C=C2C(=CC(OC2=CC1)(C)C)C1=CC=C(C=C1)C (ethyl 2-fluoro-4-[[4-(4-methylphenyl)-2,2-dimethyl-(2H)-chromen-6-yl]-ethynyl]-benzoate), [OH-].[Na+] (NaOH), aqueous solution, Cl (HCl). Conditions: temperature 35 celsius, time 8 hour. The product is FC1=C(C(=O)O)C=CC(=C1)C#CC=1C=C2C(=CC(OC2=CC1)(C)C)C1=CC=C(C=C1)C (2-Fluoro-4-[[4-(4-methylphenyl)-2,2-dimethyl-(2H)-chromen-6-yl]-ethynyl]-benzoic acid). Reported procedure: To a solution of ethyl 2-fluoro-4-[[4-(4-methylphenyl)-2,2-dimethyl-(2H)-chromen-6-yl]-ethynyl]-benzoate (Compound 272, 60.0 mg, 0.136 mmol) in 2.0 mL THF and 1.0 mL EtOH was added NaOH (120.0 mg, 3.0 mmol, 3.0 mL of a 1M aqueous solution). The resulting solution was heated to 35° C., cooled to room temperature and stirred overnight. The reaction mixture was acidified with 10% aqueous HCl and extracted with EtOAc. The combined organic layers were washed with H2O, saturated aqueous NaCl, and drie... As a reaction SMILES: [F:1][C:2]1[CH:12]=[C:11]([C:13]#[C:14][C:15]2[CH:16]=[C:17]3[C:22](=[CH:23][CH:24]=2)[O:21][C:20]([CH3:26])([CH3:25])[CH:19]=[C:18]3[C:27]2[CH:32]=[CH:31][C:30]([CH3:33])=[CH:29][CH:28]=2)[CH:10]=[CH:9][C:3]=1[C:4]([O:6]CC)=[O:5].[OH-].[Na+].Cl>C1COCC1.CCO>[F:1][C:2]1[CH:12]=[C:11]([C:13]#[C:14][C:15]2[CH:16]=[C:17]3[C:22](=[CH:23][CH:24]=2)[O:21][C:20]([CH3:26])([CH3:25])[CH:19]=[C:18]3[C:27]2[CH:28]=[CH:29][C:30]([CH3:33])=[CH:31][CH:32]=2)[CH:10]=[CH:9][C:3]=1[C:4]([OH:6])=[O:5] |f:1.2|. Isolated yield 94.5%. Starting materials: Cl.Cl.C1(CC1)NC(=O)C1=CC=CC=2SC(=CC21)C2=NC(=NC=C2Cl)NCCC2CCNCC2 (2-[5-chloro-2-(2-piperidin-4-yl-ethylamino)-pyrimidin-4-yl]-benzo[b]thiophene-4-carboxylic acid cyclopropylamide di-hydrochloride), di-hydrochloride, C1(CC1)NC(=O)C1=CC=CC=2SC(=CC21)C2=NC(=NC=C2Cl)Cl (2-(2,5-dichloropyrimidin-4-yl)-benzo[b]thiophene-4-carboxylic acid cyclopropylamide), C(C)(C)(C)OC(=O)N1CC(CCC1)CCCN (racemic 3-(3-aminopropyl)-piperidine-1-carboxylic acid tert-butyl ester). Product: Cl.Cl.C1(CC1)NC(=O)C1=CC=CC=2SC(=CC21)C2=NC(=NC=C2Cl)NCCCC2CNCCC2 (Racemic 2-[5-Chloro-2-(3-piperidin-3-yl-propylamino)-pyrimidin-4-yl]-benzo[b]thiophene-4-carboxylic acid cyclopropylamide di-hydrochloride). Reaction SMILES: Cl.Cl.[CH:3]1([NH:6][C:7]([C:9]2[C:17]3[CH:16]=[C:15]([C:18]4[C:23]([Cl:24])=[CH:22][N:21]=[C:20]([NH:25][CH2:26][CH2:27]C5CCNCC5)[N:19]=4)[S:14][C:13]=3[CH:12]=[CH:11][CH:10]=2)=[O:8])[CH2:5][CH2:4]1.C1(NC([C:40]2[C:48]3[CH:47]=[C:46]([C:49]4C([Cl:55])=CN=[C:51](Cl)[N:50]=4)SC=3C=CC=2)=O)CC1.C(OC(N1CCCC(CCCN)C1)=O)(C)(C)C>>[ClH:24].[ClH:55].[CH:3]1([NH:6][C:7]([C:9]2[C:17]3[CH:16]=[C:15]([C:18]4[C:23]([Cl:24])=[CH:22][N:21]=[C:20]([NH:25][CH2:26][CH2:27][CH2:40][CH:48]5[CH2:47][CH2:46][CH2:49][NH:50][CH2:51]5)[N:19]=4)[S:14][C:13]=3[CH:12]=[CH:11][CH:10]=2)=[O:8])[CH2:5][CH2:4]1 |f:0.1.2,5.6.7|. Procedure details: Using the method of 2-[5-chloro-2-(2-piperidin-4-yl-ethylamino)-pyrimidin-4-yl]-benzo[b]thiophene-4-carboxylic acid cyclopropylamide di-hydrochloride, the title compound is synthesized as a di-hydrochloride salt from 2-(2,5-dichloropyrimidin-4-yl)-benzo[b]thiophene-4-carboxylic acid cyclopropylamide and racemic 3-(3-aminopropyl)-piperidine-1-carboxylic acid tert-butyl ester. ES+(m/z) 470 (35Cl) and 472 (37Cl) [M(free base)+H]. The reactants are [OH-].[Li+] (lithium hydroxide), COC([C@H](C\C=C\C1=CC=C(C=C1)N(C1=NC=CC=N1)C)NC(C1=C(C=CC=C1Cl)Cl)=O)=O ((S,E)-2-(2,6-dichlorobenzamido)-5-[4-(methyl-pyrimidin-2-ylamino)phenyl]pent-4-enoic acid methyl ester), O (Water). Solvent: C1CCOC1 (THF). Run at temperature 0 celsius, time 40 minute. Product: ClC1=C(C(=O)N[C@H](C(=O)O)C\C=C\C2=CC=C(C=C2)N(C2=NC=CC=N2)C)C(=CC=C1)Cl ((S,E)-2-(2,6-dichlorobenzamido)-5-[4-(methyl-pyrimidin-2-ylamino)phenyl]pent-4-enoic acid). Yield: 81.3%. Reaction SMILES: C[O:2][C:3](=[O:33])[C@@H:4]([NH:22][C:23](=[O:32])[C:24]1[C:29]([Cl:30])=[CH:28][CH:27]=[CH:26][C:25]=1[Cl:31])[CH2:5]/[CH:6]=[CH:7]/[C:8]1[CH:13]=[CH:12][C:11]([N:14]([CH3:21])[C:15]2[N:20]=[CH:19][CH:18]=[CH:17][N:16]=2)=[CH:10][CH:9]=1.[OH-].[Li+].O>C1COCC1>[Cl:31][C:25]1[CH:26]=[CH:27][CH:28]=[C:29]([Cl:30])[C:24]=1[C:23]([NH:22][C@@H:4]([CH2:5]/[CH:6]=[CH:7]/[C:8]1[CH:9]=[CH:10][C:11]([N:14]([CH3:21])[C:15]2[N:16]=[CH:17][CH:18]=[CH:19][N:20]=2)=[CH:12][CH:13]=1)[C:3]([OH:33])=[O:2])=[O:32] |f:1.2|. Reported procedure: A solution of (S,E)-2-(2,6-dichlorobenzamido)-5-[4-(methyl-pyrimidin-2-ylamino)phenyl]pent-4-enoic acid methyl ester (1.28 g) in THF (45 ml) was cooled to 0° C. To the solution, 0.1N aqueous lithium hydroxide solution (40 ml) was added, and the resulting mixture was stirred at 0° C. for 40 minutes. Water (50 ml) was added to the reaction solution, and the resulting mixture was washed with ether. Aqueous layer was acidified by adding 1N hydrochloric acid in small portions thereto, and extracted t...